This data is from the Open Reaction Database (ORD), a public repository of structured organic reaction records. The task is: describe an organic reaction: reactants, conditions, products, and yield Reactants: CSC1=CC=C(N)C=C1 (4-methylthioaniline), C(CCC)(=O)OC[C@H]1CO1 ((R)-glycidyl butyrate), OC1=NOC=C1 (3-hydroxyisoxazole), CC(C)OC(=O)/N=N/C(=O)OC(C)C (diisopropylazodicarboxylate), C1(=CC=CC=C1)P(C1=CC=CC=C1)C1=CC=CC=C1 (triphenylphosphine), OC[C@H]1CN(C(O1)=O)C1=CC=C(C=C1)SC (5(R)-hydroxymethyl-3-(4-methylthiophenyl)oxazolidin-2-one). Run in C1CCOC1 (THF). Product: O1N=C(C=C1)OC[C@H]1CN(C(O1)=O)C1=CC=C(C=C1)SC (5(R)-Isoxazol-3-yloxymethyl-3-(4-methylthiophenyl)oxazolidin-2-one). The yield is 61.0%. As a reaction SMILES: [OH:1][CH2:2][C@@H:3]1[O:7][C:6](=[O:8])[N:5]([C:9]2[CH:14]=[CH:13][C:12]([S:15][CH3:16])=[CH:11][CH:10]=2)[CH2:4]1.CSC1C=CC(N)=CC=1.C(OC[C@@H]1OC1)(=O)CCC.O[C:37]1[CH:41]=[CH:40][O:39][N:38]=1.CC(OC(/N=N/C(OC(C)C)=O)=O)C.C1(P(C2C=CC=CC=2)C2C=CC=CC=2)C=CC=CC=1>C1COCC1>[O:39]1[CH:40]=[CH:41][C:37]([O:1][CH2:2][C@@H:3]2[O:7][C:6](=[O:8])[N:5]([C:9]3[CH:14]=[CH:13][C:12]([S:15][CH3:16])=[CH:11][CH:10]=3)[CH2:4]2)=[N:38]1. Procedure details: Prepared by the general method of Example 1 using 5(R)-hydroxymethyl-3-(4-methylthiophenyl)oxazolidin-2-one (650 mg, 2.72 mmol ; prepared from the reaction of 4-methylthioaniline and (R)-glycidyl butyrate), 3-hydroxyisoxazole (243 mg, 2.86 mmol), diisopropylazodicarboxylate (577 mg, 2.86 mmol) and triphenylphosphine (770 mg, 2.94 mmol) in THF (10 ml). Purified by flash chromatography (Merck 9385 silica, EtOAc/isohexane (1/1)) to give the title compound 507 mg, 61%) as a colourless solid. MS: ESP...